Dataset: the Open Reaction Database (ORD), a public repository of structured organic reaction records. Task: describe an organic reaction: reactants, conditions, products, and yield The reactants are CC(C)(C)OC(=O)NC12CC=CCC1CN(C(=O)OCc1ccccc1)C2, [Cl-], N, [NH4+], [Na], C1CCOC1. The product is CC(C)(C)OC(=O)NC12CC=CCC1CNC2. Reaction SMILES: [C:1]([CH3:2])([CH3:3])([CH3:4])[O:5][C:6](=[O:7])[NH:8][C:9]12[CH2:10][CH:11]=[CH:12][CH2:13][CH:14]1[CH2:15][N:16]([C:18]([O:19][CH2:20][c:21]1[cH:22][cH:23][cH:24][cH:25][cH:26]1)=[O:27])[CH2:17]2.[Cl-:30].[NH3:28].[NH4+:31].[Na:29].[O:32]1[CH2:33][CH2:34][CH2:35][CH2:36]1>>[C:1]([CH3:2])([CH3:3])([CH3:4])[O:5][C:6](=[O:7])[NH:8][C:9]12[CH2:10][CH:11]=[CH:12][CH2:13][CH:14]1[CH2:15][NH:16][CH2:17]2. The reactants are N1=CC(=CC(=C1)C(=O)O)C(=O)O (pyridine-3,5-dicarboxylic acid), COC(C)(C)OC (2,2-dimethoxypropane), Cl (HCl), CO (methanol). Run at temperature 23 celsius. The product is Cl.COC(=O)C=1C=NC=C(C1)C(=O)OC (Dimethylpyridine-3,5-dicarboxylate hydrochloride). Yield: 86.0%. RXN SMILES: [N:1]1[CH:6]=[C:5]([C:7]([OH:9])=[O:8])[CH:4]=C(C(O)=O)[CH:2]=1.C[O:14][C:15]([O:18][CH3:19])([CH3:17])C.[ClH:20].[CH3:21]O>>[ClH:20].[CH3:21][O:9][C:7]([C:5]1[CH:6]=[N:1][CH:2]=[C:17]([C:15]([O:18][CH3:19])=[O:14])[CH:4]=1)=[O:8] |f:4.5|. Procedure details: To pyridine-3,5-dicarboxylic acid (19.9 g, 119.1 mmol) in methanol (400 mL) was added of 2,2-dimethoxypropane (160 mL, 1.3 mol) and concentrated HCl (15 mL). The reaction mixture was refluxed for 18 h under an atmosphere of Ar. The solvent was evaporated then ether (100 mL) was added to the crude material and the resulting mixture heated to reflux. The mixture was allowed to remain at reflux for 2 hours then s allowed to cool to 23° C. and the precipitate filtered. The precipitate was dried to a... The reactants are FC1=C(C=CC(=C1)F)NC1=C(C(=O)CC(=O)OCC)C=C(C(=N1)OS(=O)(=O)C1=C(C=C(C=C1C)C)C)F (ethyl 2-[2-(2,4-difluorophenylamino)-5-fluoro-6-(2,4,6-trimethylbenzenesulfonyloxy)nicotinoyl]acetate), COC(N(C)C)OC (N,N-dimethylformamide dimethylacetal), C(C)(=O)OC(C)=O (acetic anhydride), C(C)(C)OC(C)C (diisopropyl ether), Cl (hydrochloric acid). The solvent is C(Cl)Cl (methylene chloride), O (water), C(Cl)Cl (methylene chloride), C(C)O (ethanol). Yields the product FC1=C(C=CC(=C1)F)N1C=C(C(C2=CC(=C(N=C12)OS(=O)(=O)C1=C(C=C(C=C1C)C)C)F)=O)C(=O)OCC (ethyl 1-(2,4-difluorophenyl)-6-fluoro-1,4-dihydro-4-oxo-7-(2,4,6-trimethylbenzenesulfonyloxy)-1,8-naphthyridine-3-carboxylate). The yield is 85.1%. Reaction SMILES: [F:1][C:2]1[CH:7]=[C:6]([F:8])[CH:5]=[CH:4][C:3]=1[NH:9][C:10]1[N:23]=[C:22]([O:24][S:25]([C:28]2[C:33]([CH3:34])=[CH:32][C:31]([CH3:35])=[CH:30][C:29]=2[CH3:36])(=[O:27])=[O:26])[C:21]([F:37])=[CH:20][C:11]=1[C:12]([CH2:14][C:15]([O:17][CH2:18][CH3:19])=[O:16])=[O:13].[CH3:38]OC(OC)N(C)C.C(OC(=O)C)(=O)C.Cl.C(OC(C)C)(C)C>C(Cl)Cl.O.C(O)C>[F:1][C:2]1[CH:7]=[C:6]([F:8])[CH:5]=[CH:4][C:3]=1[N:9]1[C:10]2[C:11](=[CH:20][C:21]([F:37])=[C:22]([O:24][S:25]([C:28]3[C:33]([CH3:34])=[CH:32][C:31]([CH3:35])=[CH:30][C:29]=3[CH3:36])(=[O:26])=[O:27])[N:23]=2)[C:12](=[O:13])[C:14]([C:15]([O:17][CH2:18][CH3:19])=[O:16])=[CH:38]1. Procedure details: In 6 ml of methylene chloride was dissolved 300 mg of ethyl 2-[2-(2,4-difluorophenylamino)-5-fluoro-6-(2,4,6-trimethylbenzenesulfonyloxy)nicotinoyl]acetate, and 135 mg of N,N-dimethylformamide dimethylacetal and 115 mg of acetic anhydride were added thereto, after which the resulting mixture was subjected to reaction at room temperature for 30 minutes. To the reaction mixture were added 0.31 ml of 2N hydrochloric acid and 3 ml of ethanol, and the resulting mixture was subjected to reaction at ro... Reactants: NC1=CC2=C(N=CN2)C=C1 (5-aminobenzimidazole), PdC, TEA, FC=1C=C(C=O)C=CC1C(F)(F)F (3-fluoro-4-(trifluoromethyl)benzaldehyde), [Si](C)(C)(C)C#N (TMSCN), N1(C=NC=C1)C(=O)N1C=NC=C1 (di-(imidazol-1-yl)methanone). The product is N1C=NC2=C1C=CC(=C2)N2C(NCC2C2=CC(=C(C=C2)C(F)(F)F)F)=O (1-(1H-benzo[d]imidazol-5-yl)-5-(3-fluoro-4-(trifluoromethyl)phenyl)imidazolidin-2-one). Reaction SMILES: [NH2:1][C:2]1[CH:10]=[CH:9][C:5]2[N:6]=[CH:7][NH:8][C:4]=2[CH:3]=1.[F:11][C:12]1[CH:13]=[C:14]([CH:17]=[CH:18][C:19]=1[C:20]([F:23])([F:22])[F:21])[CH:15]=O.[Si](C#N)(C)(C)C.[N:30]1([C:35](N2C=CN=C2)=[O:36])C=CN=[CH:31]1>>[NH:6]1[C:5]2[CH:9]=[CH:10][C:2]([N:1]3[CH:15]([C:14]4[CH:17]=[CH:18][C:19]([C:20]([F:23])([F:22])[F:21])=[C:12]([F:11])[CH:13]=4)[CH2:31][NH:30][C:35]3=[O:36])=[CH:3][C:4]=2[N:8]=[CH:7]1. Procedure details: The compound was synthesized starting from 5-aminobenzimidazole (0.585 g, 4.4 mmol), 3-fluoro-4-(trifluoromethyl)benzaldehyde (0.768 g, 4 mmol), TMSCN (0.5 mL, 4 mmol), PdC (10%, 0.02 g), TEA (0.585 mL, 4.2 mmol), di-(imidazol-1-yl)methanone (0.681, 4.2 mmol) as described in method 2.